Task: describe an organic reaction: reactants, conditions, products, and yield. Dataset: the Open Reaction Database (ORD), a public repository of structured organic reaction records Reactants: C(C)(=O)C1=C(C=CC(=C1)Br)O (2-acetyl-4-bromophenol), C(C)(C)N(CC)C(C)C (diisopropylethylamine), COCCl (chloromethyl methyl ether), O (water). Solvent: C(Cl)Cl (methylene chloride). The product is COCOC1=C(C=C(C=C1)Br)C(C)=O (4-(methoxymethyl) oxy-3-acetylbromobenzene). Reaction SMILES: [C:1]([C:4]1[CH:9]=[C:8]([Br:10])[CH:7]=[CH:6][C:5]=1[OH:11])(=[O:3])[CH3:2].C(N(C(C)C)CC)(C)C.[CH3:21][O:22][CH2:23]Cl.O>C(Cl)Cl>[CH3:21][O:22][CH2:23][O:11][C:5]1[CH:6]=[CH:7][C:8]([Br:10])=[CH:9][C:4]=1[C:1](=[O:3])[CH3:2]. Reported procedure: To a solution of 2-acetyl-4-bromophenol (3.63 g, 16.9 mmol) in methylene chloride (20 ml) on ice bath were added diisopropylethylamine (5.88 ml, 33.8 mmol) and chloromethyl methyl ether (1.92 ml, 25.3 mmol) with stirring. The mixture was stirred at room temperature overnight, poured into water and extracted with ethyl acetate. The extract was dried over anhydrous magnesium sulfate and concentrated to give 4-(methoxymethyl) oxy-3-acetylbromobenzene (4.35 g, quantitatively). Reactants: CON, CO, CC(=O)[O-], O=Cc1cc2c(Nc3cccc(Cl)c3)ncnc2[nH]1, Cl, [Na+], O. Yields the product CON=Cc1cc2c(Nc3cccc(Cl)c3)ncnc2[nH]1. RXN SMILES: [CH3:2][O:3][NH2:4].[CH3:30][OH:31].[CH3:6][C:7](=[O:8])[O-:9].[Cl:10][c:11]1[cH:12][c:13]([NH:14][c:15]2[c:16]3[c:17]([n:18][cH:19][n:20]2)[nH:21][c:22]([CH:24]=[O:25])[cH:23]3)[cH:26][cH:27][cH:28]1.[ClH:1].[Na+:5].[OH2:29]>>[CH3:2][O:3][N:4]=[CH:24][c:22]1[nH:21][c:17]2[c:16]([c:15]([NH:14][c:13]3[cH:12][c:11]([Cl:10])[cH:28][cH:27][cH:26]3)[n:20][cH:19][n:18]2)[cH:23]1.